From a dataset of the Open Reaction Database (ORD), a public repository of structured organic reaction records. describe an organic reaction: reactants, conditions, products, and yield Starting materials: ClCCl, CNCCOc1ccc(C(=O)OC)cc1, O=C(NC1C2CC3CC(C2)CC1C3)N1C=NCC1, O. The product is COC(=O)c1ccc(OCCN(C)C(=O)NC2C3CC4CC(C3)CC2C4)cc1. Reaction SMILES: [CH2:35]([Cl:36])[Cl:37].[CH3:19][O:20][C:21]([c:22]1[cH:23][cH:24][c:25]([O:28][CH2:29][CH2:30][NH:31][CH3:32])[cH:26][cH:27]1)=[O:33].[CH:1]12[CH:2]([NH:11][C:12](=[O:13])[N:14]3[CH:15]=[N:16][CH2:17][CH2:18]3)[CH:3]3[CH2:4][CH:5]([CH2:6][CH:7]([CH2:8]1)[CH2:9]3)[CH2:10]2.[OH2:34]>>[CH:1]12[CH:2]([NH:11][C:12](=[O:13])[N:14]([CH3:15])[CH2:18][CH2:17][O:28][c:25]3[cH:24][cH:23][c:22]([C:21]([O:20][CH3:19])=[O:33])[cH:27][cH:26]3)[CH:3]3[CH2:4][CH:5]([CH2:6][CH:7]([CH2:8]1)[CH2:9]3)[CH2:10]2. The reactants are 300, CN1C(N(C(N=C1SC)=O)C1CCCCC1)=O (1-methyl-3-cyclohexyl-6-methylthio-s-triazine-2,4(1H,3H)-dione), CNC (dimethylamine). The solvent is C1(=CC=CC=C1)C (toluene). Product: 282, CN1C(N(C(N=C1N(C)C)=O)C1CCCCC1)=O (1-methyl-3-cyclohexyl-6-dimethylamino-s-triazine-2,4(1H,3H)-dione). As a reaction SMILES: [CH3:1][N:2]1[C:7](SC)=[N:6][C:5](=[O:10])[N:4]([CH:11]2[CH2:16][CH2:15][CH2:14][CH2:13][CH2:12]2)[C:3]1=[O:17].[CH3:18][NH:19][CH3:20]>C1(C)C=CC=CC=1>[CH3:1][N:2]1[C:7]([N:19]([CH3:20])[CH3:18])=[N:6][C:5](=[O:10])[N:4]([CH:11]2[CH2:16][CH2:15][CH2:14][CH2:13][CH2:12]2)[C:3]1=[O:17]. Procedure details: A suspension of 300 parts of 1-methyl-3-cyclohexyl-6-methylthio-s-triazine-2,4(1H,3H)-dione in 887 parts of toluene is stirred at 25°-30° for three hours with 150 parts of dimethylamine. Toluene is distilled from the reaction until a pot temperature of 125° is attained. The reaction mass is cooled to 50° at which time 480 parts of hexane is added over 0.66 hours. The slurry at 25° is filtered to give 282 parts of crystalline 1-methyl-3-cyclohexyl-6-dimethylamino-s-triazine-2,4(1H,3H)-dione, m.p.... The reactants are C1(=CC=CC=C1)C(CC1=CC=CC=C1)N (1,2-diphenylethylamine), ClC(=O)OCC (Ethyl chloroformate), C([O-])([O-])=O.[Na+].[Na+] (sodium carbonate). Run in C(Cl)Cl (methylene chloride), O (water). Run at temperature 10 celsius, time 3 hour. The product is C(=O)(OCC)NC(CC1=CC=CC=C1)C1=CC=CC=C1 (N-carboethoxy-1,2-diphenylethylamine). RXN SMILES: [C:1]1([CH:7]([NH2:15])[CH2:8][C:9]2[CH:14]=[CH:13][CH:12]=[CH:11][CH:10]=2)[CH:6]=[CH:5][CH:4]=[CH:3][CH:2]=1.C(=O)([O-])[O-].[Na+].[Na+].Cl[C:23]([O:25][CH2:26][CH3:27])=[O:24]>C(Cl)Cl.O>[C:23]([NH:15][CH:7]([C:1]1[CH:6]=[CH:5][CH:4]=[CH:3][CH:2]=1)[CH2:8][C:9]1[CH:10]=[CH:11][CH:12]=[CH:13][CH:14]=1)([O:25][CH2:26][CH3:27])=[O:24] |f:1.2.3|. Procedure details: To a stirred two phase solution of 1,2-diphenylethylamine (30.0 g, 0.15 mol) in 300 ml of methylene chloride and 500 ml of water was added sodium carbonate (23.9 g, 0.225 mol) and the solution was cooled to 10° C. under nitrogen. Ethyl chloroformate (21.5 ml, 0.225 mol) was added dropwise over a 1 hour period. The reaction was warmed to ambient temperature and stirred at that temperature for 3 hours. The phases were separated and the aqueous phase was extracted with methylene chloride (75 ml). T... Reactants: COC(=O)C1OC(Br)C(OC(C)=O)C(OC(C)=O)C1OC(C)=O, O=Cc1ccc(O)cc1. The product is COC(=O)C1OC(Oc2ccc(C=O)cc2)C(OC(C)=O)C(OC(C)=O)C1OC(C)=O. As a reaction SMILES: [CH3:1][O:2][C:3](=[O:4])[CH:5]1[O:6][CH:7]([Br:23])[CH:8]([O:19][C:20]([CH3:21])=[O:22])[CH:9]([O:15][C:16]([CH3:17])=[O:18])[CH:10]1[O:11][C:12]([CH3:13])=[O:14].[OH:24][c:25]1[cH:26][cH:27][c:28]([CH:29]=[O:30])[cH:31][cH:32]1>>[CH3:1][O:2][C:3](=[O:4])[CH:5]1[O:6][CH:7]([O:24][c:25]2[cH:26][cH:27][c:28]([CH:29]=[O:30])[cH:31][cH:32]2)[CH:8]([O:19][C:20]([CH3:21])=[O:22])[CH:9]([O:15][C:16]([CH3:17])=[O:18])[CH:10]1[O:11][C:12]([CH3:13])=[O:14]. The reactants are FC1=CC2=C(N=C(S2)C(CC(C(F)F)=O)=O)C=C1 (1-(6-fluorobenzothiazol-2-yl)-4,4-difluorobutane-1,3-dione), Cl.CS(=O)(=O)C1=CC=C(C=C1)NN (4-methylsulfonylphenylhydrazine hydrochloride). The product is FC1=CC2=C(N=C(S2)C2=CC(=NN2C2=CC=C(C=C2)S(=O)(=O)C)C(F)F)C=C1 (6-fluoro-2-[1-(4-methylsulfonylphenyl)-3-difluoromethyl-1H-pyrazol-5-yl]benzothiazole). Yield: 65.0%. As a reaction SMILES: [F:1][C:2]1[CH:18]=[CH:17][C:5]2[N:6]=[C:7]([C:9](=O)[CH2:10][C:11](=O)[CH:12]([F:14])[F:13])[S:8][C:4]=2[CH:3]=1.Cl.[CH3:20][S:21]([C:24]1[CH:29]=[CH:28][C:27]([NH:30][NH2:31])=[CH:26][CH:25]=1)(=[O:23])=[O:22]>>[F:1][C:2]1[CH:18]=[CH:17][C:5]2[N:6]=[C:7]([C:9]3[N:30]([C:27]4[CH:26]=[CH:25][C:24]([S:21]([CH3:20])(=[O:23])=[O:22])=[CH:29][CH:28]=4)[N:31]=[C:11]([CH:12]([F:14])[F:13])[CH:10]=3)[S:8][C:4]=2[CH:3]=1 |f:1.2|. Reported procedure: The procedure of Example 9 was repeated using 1-(6-fluorobenzothiazol-2-yl)-4,4-difluorobutane-1,3-dione and 4-methylsulfonylphenylhydrazine hydrochloride as the starting materials to obtain 6-fluoro-2-[1-(4-methylsulfonylphenyl)-3-difluoromethyl-1H-pyrazol-5-yl]benzothiazole (yield, 65%). NMR(DMSO-d6) δ: 3.30 (3H, s), 7.23 (1H, t, J=54.1 Hz), 7.38-7.46 (1H, m), 7.56 (1H, s), 7.83-7.88 (2H, m), 7.94-7.99 (1H, m), 8.05-8.13 (3H, m); mp 204-206° C. (ethanol) Starting materials: O=C([O-])[O-], CN(C)CCCCl, CN(C)C=O, Cl, [K+], [K+], Oc1ccc(-c2cnc(CSCCOc3ccccc3)o2)cc1, O. The product is CN(C)CCCOc1ccc(-c2cnc(CSCCOc3ccccc3)o2)cc1. RXN SMILES: [C:32](=[O:33])([O-:34])[O-:35].[CH3:25][N:26]([CH2:27][CH2:28][CH2:29][Cl:30])[CH3:31].[CH3:39][N:40]([CH3:41])[CH:42]=[O:43].[ClH:24].[K+:36].[K+:37].[O:1]([c:2]1[cH:3][cH:4][cH:5][cH:6][cH:7]1)[CH2:8][CH2:9][S:10][CH2:11][c:12]1[o:13][c:14](-[c:17]2[cH:18][cH:19][c:20]([OH:23])[cH:21][cH:22]2)[cH:15][n:16]1.[OH2:38]>>[O:1]([c:2]1[cH:3][cH:4][cH:5][cH:6][cH:7]1)[CH2:8][CH2:9][S:10][CH2:11][c:12]1[o:13][c:14](-[c:17]2[cH:18][cH:19][c:20]([O:23][CH2:29][CH2:28][CH2:27][N:26]([CH3:25])[CH3:31])[cH:21][cH:22]2)[cH:15][n:16]1. Reactants: O=[Ag], CC#N, C=Cc1ccc(C(=O)O)cc1. Yields the product [Ag+], C=Cc1ccc(C(=O)[O-])cc1. As a reaction SMILES: [Ag:12]=[O:13].[CH3:14][C:15]#[N:16].[CH:1](=[CH2:2])[c:3]1[cH:4][cH:5][c:6]([C:7](=[O:8])[OH:9])[cH:10][cH:11]1>>[Ag+:12].[CH:1](=[CH2:2])[c:3]1[cH:4][cH:5][c:6]([C:7](=[O:8])[O-:9])[cH:10][cH:11]1. The reactants are O1CCOC12CCN(CC2)C2=CC=C(C=O)C=C2 (4-(1,4-Dioxa-8-aza-spiro{4,5}dec-8-yl)-benzaldehyde), N1CCOCC1 (morpholine). Product: N1(CCOCC1)CC1=CC=C(C=C1)N1CCC2(OCCO2)CC1 (8-(4-Morpholin-4-ylmethyl-phenyl)-1,4-dioxa-8-aza-spiro{4,5}decane). RXN SMILES: [O:1]1[C:5]2([CH2:10][CH2:9][N:8]([C:11]3[CH:18]=[CH:17][C:14]([CH:15]=O)=[CH:13][CH:12]=3)[CH2:7][CH2:6]2)[O:4][CH2:3][CH2:2]1.[NH:19]1[CH2:24][CH2:23][O:22][CH2:21][CH2:20]1>>[N:19]1([CH2:15][C:14]2[CH:17]=[CH:18][C:11]([N:8]3[CH2:9][CH2:10][C:5]4([O:4][CH2:3][CH2:2][O:1]4)[CH2:6][CH2:7]3)=[CH:12][CH:13]=2)[CH2:24][CH2:23][O:22][CH2:21][CH2:20]1. Procedure details: Prepared from the product of Example 8 and morpholine. Starting materials: [BH4-], CC(C)(C)OC(=O)NC(Cc1cc(F)cc(F)c1)C(=O)O, CN1CCOCC1, COCCOC, CC(C)COC(=O)Cl, [Na+], O. Product: CC(C)(C)OC(=O)NC(CO)Cc1cc(F)cc(F)c1. RXN SMILES: [BH4-:37].[C:1]([CH3:2])([CH3:3])([CH3:4])[O:5][C:6](=[O:7])[NH:8][CH:9]([C:10](=[O:11])[OH:12])[CH2:13][c:14]1[cH:15][c:16]([F:21])[cH:17][c:18]([F:20])[cH:19]1.[CH3:22][N:23]1[CH2:24][CH2:25][O:26][CH2:27][CH2:28]1.[CH3:39][O:40][CH2:41][CH2:42][O:43][CH3:44].[Cl:29][C:30]([O:31][CH2:32][CH:33]([CH3:34])[CH3:35])=[O:36].[Na+:38].[OH2:45]>>[C:1]([CH3:2])([CH3:3])([CH3:4])[O:5][C:6](=[O:7])[NH:8][CH:9]([CH2:10][OH:11])[CH2:13][c:14]1[cH:15][c:16]([F:21])[cH:17][c:18]([F:20])[cH:19]1.